From a dataset of the Open Reaction Database (ORD), a public repository of structured organic reaction records. describe an organic reaction: reactants, conditions, products, and yield The reactants are C1CCNC1, CS(C)=O, CCN(C(C)C)C(C)C, CC(C)O, Nc1nc(Cl)ccc1[N+](=O)[O-]. The product is Nc1nc(N2CCCC2)ccc1[N+](=O)[O-]. RXN SMILES: [CH2:12]1[CH2:13][CH2:14][NH:15][CH2:16]1.[CH3:26][S:27](=[O:28])[CH3:29].[CH:17]([N:18]([CH:19]([CH3:20])[CH3:21])[CH2:22][CH3:23])([CH3:24])[CH3:25].[CH:30]([OH:31])([CH3:32])[CH3:33].[NH2:1][c:2]1[n:3][c:4]([Cl:11])[cH:5][cH:6][c:7]1[N+:8](=[O:9])[O-:10]>>[NH2:1][c:2]1[n:3][c:4]([N:15]2[CH2:14][CH2:13][CH2:12][CH2:16]2)[cH:5][cH:6][c:7]1[N+:8](=[O:9])[O-:10]. Starting materials: [BH4-], CO, Cc1cc(-n2ncc(=O)[nH]c2=O)cc(Cl)c1Oc1ccc(O)c(C(=O)c2ccc(F)cc2)c1, [Na+]. The product is Cc1cc(-n2ncc(=O)[nH]c2=O)cc(Cl)c1Oc1ccc(O)c(C(O)c2ccc(F)cc2)c1. Reaction SMILES: [BH4-:34].[CH3:36][OH:37].[Cl:1][c:2]1[cH:3][c:4](-[n:26]2[n:27][cH:28][c:29](=[O:33])[nH:30][c:31]2=[O:32])[cH:5][c:6]([CH3:25])[c:7]1[O:8][c:9]1[cH:10][c:11]([C:16]([c:17]2[cH:18][cH:19][c:20]([F:23])[cH:21][cH:22]2)=[O:24])[c:12]([OH:15])[cH:13][cH:14]1.[Na+:35]>>[Cl:1][c:2]1[cH:3][c:4](-[n:26]2[n:27][cH:28][c:29](=[O:33])[nH:30][c:31]2=[O:32])[cH:5][c:6]([CH3:25])[c:7]1[O:8][c:9]1[cH:10][c:11]([CH:16]([c:17]2[cH:18][cH:19][c:20]([F:23])[cH:21][cH:22]2)[OH:24])[c:12]([OH:15])[cH:13][cH:14]1. Reactants: [N+](=O)([O-])C=1C=C2C(N(S(=O)(=O)C2=CC1)C(C1=CC=CC=C1)SC1=NN=NN1)=O (5-Nitro-2-(1-phenyl-1H-tetrazol-5-ylthiomethyl)saccharin). The reagents and catalysts are [Ni] (nickel). The solvent is C(C)O (ethanol). Yields the product NC=1C=C2C(N(S(=O)(=O)C2=CC1)C(C1=CC=CC=C1)SC1=NN=NN1)=O (5-amino-2-(1-phenyl-1H-tetrazol-5-ylthiomethyl)saccharin). Yield: 42.9%. As a reaction SMILES: [N+:1]([C:4]1[CH:5]=[C:6]2[C:12](=[CH:13][CH:14]=1)[S:9](=[O:11])(=[O:10])[N:8]([CH:15]([S:22][C:23]1[NH:27][N:26]=[N:25][N:24]=1)[C:16]1[CH:21]=[CH:20][CH:19]=[CH:18][CH:17]=1)[C:7]2=[O:28])([O-])=O>[Ni].C(O)C>[NH2:1][C:4]1[CH:5]=[C:6]2[C:12](=[CH:13][CH:14]=1)[S:9](=[O:11])(=[O:10])[N:8]([CH:15]([S:22][C:23]1[NH:27][N:26]=[N:25][N:24]=1)[C:16]1[CH:17]=[CH:18][CH:19]=[CH:20][CH:21]=1)[C:7]2=[O:28]. Reported procedure: 5-Nitro-2-(1-phenyl-1H-tetrazol-5-ylthiomethyl)saccharin (1 g, 0.0024 mol) was reduced over 3 spatulas of Rainey nickel (washed with THF prior to use) in 150 ml of THF under 50 psi hydrogen pressure. When reduction was complete (in about 5 hours) the reaction mixture was filtered, the filter pad washed with THF, and the filtrate evaporated to dryness to give a pale yellow, cloudy oil which was taken into hot ethanol and filtered. On cooling, the product separated and was collected to give 0.4 g ... The reactants are CC(C)(C)OC(=O)N1CCCC(CO)C1, CS(=O)(=O)Cl, CCN(C(C)C)C(C)C, ClCCl. As a reaction SMILES: [C:1]([CH3:2])([CH3:3])([CH3:4])[O:5][C:6](=[O:7])[N:8]1[CH2:9][CH:10]([CH2:14][OH:15])[CH2:11][CH2:12][CH2:13]1.[CH3:25][S:26]([Cl:27])(=[O:28])=[O:29].[CH:16]([N:17]([CH2:18][CH3:19])[CH:20]([CH3:21])[CH3:22])([CH3:23])[CH3:24].[Cl:30][CH2:31][Cl:32]>>[C:1]([CH3:2])([CH3:3])([CH3:4])[O:5][C:6](=[O:7])[N:8]1[CH2:9][CH:10]([CH2:14][O:15][S:26]([CH3:25])(=[O:28])=[O:29])[CH2:11][CH2:12][CH2:13]1. Yields the product CC(C)(C)OC(=O)N1CCCC(COS(C)(=O)=O)C1. The reactants are BrB(Br)Br, COc1cc(I)ccc1Cl, ClCCl, Cl, [Na+], O=C([O-])O. Product: Oc1cc(I)ccc1Cl. Reaction SMILES: [B:11]([Br:12])([Br:13])[Br:14].[Cl:1][c:2]1[c:3]([O:9][CH3:10])[cH:4][c:5]([I:8])[cH:6][cH:7]1.[Cl:21][CH2:22][Cl:23].[ClH:20].[Na+:15].[OH:16][C:17](=[O:18])[O-:19]>>[Cl:1][c:2]1[c:3]([OH:9])[cH:4][c:5]([I:8])[cH:6][cH:7]1.